From a dataset of the Open Reaction Database (ORD), a public repository of structured organic reaction records. describe an organic reaction: reactants, conditions, products, and yield Starting materials: ClC=1C=C(C=CC1Cl)CN1N=NC(=C1C)C(=O)NC1=NN=C(S1)C(=O)OCC (ethyl 5-[({1-[(3,4-dichlorophenyl)methyl]-5-methyl-1H-1,2,3-triazol-4-yl}carbonyl)amino]-1,3,4-thiadiazole-2-carboxylate), [OH-].[Na+] (NaOH). The solvent is C(C)O (ethanol). Yields the product ClC=1C=C(C=CC1Cl)CN1N=NC(=C1C)C(=O)NC=1SC=NN1 (1-[(3,4-Dichlorophenyl)methyl]-5-methyl-N-1,3,4-thiadiazol-2-yl-1H-1,2,3-triazole-4-carboxamide). Yield: 49.4%. As a reaction SMILES: [Cl:1][C:2]1[CH:3]=[C:4]([CH2:9][N:10]2[C:14]([CH3:15])=[C:13]([C:16]([NH:18][C:19]3[S:23][C:22](C(OCC)=O)=[N:21][N:20]=3)=[O:17])[N:12]=[N:11]2)[CH:5]=[CH:6][C:7]=1[Cl:8].[OH-].[Na+]>C(O)C>[Cl:1][C:2]1[CH:3]=[C:4]([CH2:9][N:10]2[C:14]([CH3:15])=[C:13]([C:16]([NH:18][C:19]3[S:23][CH:22]=[N:21][N:20]=3)=[O:17])[N:12]=[N:11]2)[CH:5]=[CH:6][C:7]=1[Cl:8] |f:1.2|. Reported procedure: A mixture of ethyl 5-[({1-[(3,4-dichlorophenyl)methyl]-5-methyl-1H-1,2,3-triazol-4-yl}carbonyl)amino]-1,3,4-thiadiazole-2-carboxylate (Example 3) (0.302 g, 0.68 mmol) and a 1N NaOH solution (7 mL, 7 mmol) in ethanol (20 mL) was stirred at 50° C. for 1 hour. The solvent was evaporated and the residue was acidified with a 1N HCl solution. The precipitate formed was filtered and the solid was recrystallised from acetonitrile to give the title compound as a white solid (124 mg, 49%). HRMS calculated... Yields the product CC=1C=C(C(=NC1)C(CCC#N)(C(=O)OCC)C(=O)OCC)[N+](=O)[O-] (4-(5-methyl-3-nitropyrid-2-yl)-4,4-bis (carbethoxy)-butyronitrile). Starting materials: C(C)OC(C(C(=O)OCC)CCC#N)=O (2-(2-Cyanoethyl)malonic acid diethylester), [H-].[Na+] (sodium hydride), ClC1=NC=C(C=C1[N+](=O)[O-])C (2-Chloro-5-methyl-3-nitro-pyridine). Reported procedure: 2-(2-Cyanoethyl)malonic acid diethylester (40 g) was reacted with sodium hydride (4.4 gm) in tetrahydrofuran at 20° C. 2-Chloro-5-methyl-3-nitro-pyridine (35 g) was added and the internal temperature was raised to 100° C. (some tetrahydrofuran distilled off) over 4.25 hrs. The reaction mixture was partitioned between chloroform and water and treated with charcoal. Vacuum distillation of the chloroform extract and then chromatography (CHCl3, silica column) of the distillation residues gave 4-(5-m... The solvent is O1CCCC1 (tetrahydrofuran), O1CCCC1 (tetrahydrofuran). Isolated yield 37.4%. As a reaction SMILES: [CH2:1]([O:3][C:4](=[O:15])[CH:5]([CH2:11][CH2:12][C:13]#[N:14])[C:6]([O:8][CH2:9][CH3:10])=[O:7])[CH3:2].[H-].[Na+].Cl[C:19]1[C:24]([N+:25]([O-:27])=[O:26])=[CH:23][C:22]([CH3:28])=[CH:21][N:20]=1>O1CCCC1>[CH3:28][C:22]1[CH:23]=[C:24]([N+:25]([O-:27])=[O:26])[C:19]([C:5]([C:4]([O:3][CH2:1][CH3:2])=[O:15])([C:6]([O:8][CH2:9][CH3:10])=[O:7])[CH2:11][CH2:12][C:13]#[N:14])=[N:20][CH:21]=1 |f:1.2|. The reactants are ice, C1(CC1)CCOC1=NC(=C2N=CN(C2=N1)C1OCCCC1)N (2-[(2-cyclopropylethyl)oxy]-9-(tetrahydro-2H-pyran-2-yl)-9H-purin-6-amine), O (water), BrN1C(CCC1=O)=O (N-bromosuccinimide). The solvent is C(Cl)(Cl)Cl (chloroform). Yields the product BrC=1N(C2=NC(=NC(=C2N1)N)OCCC1CC1)C1OCCCC1 (8-Bromo-2-[(2-cyclopropylethyl)oxy]-9-(tetrahydro-2H-pyran-2-yl)-9H-purin-6-amine). As a reaction SMILES: [CH:1]1([CH2:4][CH2:5][O:6][C:7]2[N:15]=[C:14]3[C:10]([N:11]=[CH:12][N:13]3[CH:16]3[CH2:21][CH2:20][CH2:19][CH2:18][O:17]3)=[C:9]([NH2:22])[N:8]=2)[CH2:3][CH2:2]1.[Br:23]N1C(=O)CCC1=O.O>C(Cl)(Cl)Cl>[Br:23][C:12]1[N:13]([CH:16]2[CH2:21][CH2:20][CH2:19][CH2:18][O:17]2)[C:14]2[C:10]([N:11]=1)=[C:9]([NH2:22])[N:8]=[C:7]([O:6][CH2:5][CH2:4][CH:1]1[CH2:2][CH2:3]1)[N:15]=2. Procedure details: To an ice cooled stirring solution of 2-[(2-cyclopropylethyl)oxy]-9-(tetrahydro-2H-pyran-2-yl)-9H-purin-6-amine (6.53 g) in chloroform (75 ml), was added N-bromosuccinimide (4.02 g). The reaction mixture was allowed to warm to room temperature and after 16 h treated with water and extracted twice with DCM. The combined extracts were washed with dilute sodium metabisulphite then dilute brine, dried by passing through a hydrophobic frit and evaporated to give the title compound as an orange foam, ...